describe an organic reaction: reactants, conditions, products, and yield From a dataset of the Open Reaction Database (ORD), a public repository of structured organic reaction records. The reactants are P(=O)(Cl)(Cl)Cl (phosphorus oxychloride), C(C1=CC=CC=C1)OC(=O)CON=C(C(=O)O)C(CBr)=O (2-benzyloxycarbonylmethoxyimino-4-bromo-3-oxobutyric acid), Cl.NC1[C@@H]2N(C(=C(CS2)C=C)C(=O)OC(C2=CC=CC=C2)C2=CC=CC=C2)C1=O (benzhydryl 7-amino-3-vinyl-3-cephem-4-carboxylate hydrochloride), C[Si](C)(C)CC(=O)N (trimethylsilylacetamide). Run in CN(C=O)C (N,N-dimethylformamide), O1CCCC1 (tetrahydrofuran), C(C)(=O)OCC (ethyl acetate), C(Cl)Cl (methylene chloride). Yields the product C(C1=CC=CC=C1)OC(=O)CON=C(C(=O)NC1[C@@H]2N(C(=C(CS2)C=C)C(=O)OC(C2=CC=CC=C2)C2=CC=CC=C2)C1=O)C(CBr)=O (benzhydryl 7-(2-benzyloxycarbonylmethoxyimino-4-bromo-3-oxobutyramido)-3-vinyl-3-cephem-4-carboxylate). The yield is 74.5%. RXN SMILES: P(Cl)(Cl)(Cl)=O.[CH2:6]([O:13][C:14]([CH2:16][O:17][N:18]=[C:19]([C:23](=[O:26])[CH2:24][Br:25])[C:20]([OH:22])=O)=[O:15])[C:7]1[CH:12]=[CH:11][CH:10]=[CH:9][CH:8]=1.Cl.[NH2:28][CH:29]1[C:54](=[O:55])[N:31]2[C:32]([C:38]([O:40][CH:41]([C:48]3[CH:53]=[CH:52][CH:51]=[CH:50][CH:49]=3)[C:42]3[CH:47]=[CH:46][CH:45]=[CH:44][CH:43]=3)=[O:39])=[C:33]([CH:36]=[CH2:37])[CH2:34][S:35][C@H:30]12.C[Si](CC(N)=O)(C)C>O1CCCC1.C(Cl)Cl.C(OCC)(=O)C.CN(C)C=O>[CH2:6]([O:13][C:14]([CH2:16][O:17][N:18]=[C:19]([C:23](=[O:26])[CH2:24][Br:25])[C:20]([NH:28][CH:29]1[C:54](=[O:55])[N:31]2[C:32]([C:38]([O:40][CH:41]([C:42]3[CH:43]=[CH:44][CH:45]=[CH:46][CH:47]=3)[C:48]3[CH:53]=[CH:52][CH:51]=[CH:50][CH:49]=3)=[O:39])=[C:33]([CH:36]=[CH2:37])[CH2:34][S:35][C@H:30]12)=[O:22])=[O:15])[C:7]1[CH:8]=[CH:9][CH:10]=[CH:11][CH:12]=1 |f:2.3|. Procedure: Vilsmeir reagent prepared from N,N-dimethylformamide (0.67 ml) and phosphorus oxychloride (0.79 ml) was suspended in dry tetrahydrofuran (25 ml). Thereto was added 2-benzyloxycarbonylmethoxyimino-4-bromo-3-oxobutyric acid (2.8 g) at 0° C. with stirring, and the stirring was continued at 0° to 5° C. for an hour to prepare the activated acid solution. This activated acid solution was added at a time to a solution of benzhydryl 7-amino-3-vinyl-3-cephem-4-carboxylate hydrochloride (2.2 g) and trimet... The reactants are ClCCl, CC1=C(C(=O)O)SCCO1, ClC(Cl)Cl, O=S(Cl)Cl. Product: CC1=C(C(=O)O)SCCO1, [Cl-]. Reaction SMILES: [CH2:11]([Cl:12])[Cl:13].[CH3:1][C:2]1=[C:7]([C:8](=[O:9])[OH:10])[S:6][CH2:5][CH2:4][O:3]1.[CH:18]([Cl:19])([Cl:20])[Cl:21].[S:14]([Cl:15])([Cl:16])=[O:17]>>[CH3:1][C:2]1=[C:7]([C:8](=[O:9])[OH:10])[S:6][CH2:5][CH2:4][O:3]1.[Cl-:12]. Reactants: N1=C(C=CC=C1)CSCCC(OCC)=N (Ethyl 3-(2-pyridylmethylthio)propionimidate), [Cl-].[NH4+] (ammonium chloride). Run in CO (methanol). The product is Cl.Cl.N1=C(C=CC=C1)CSCCC(=N)N (3-(2-pyridylmethylthio)propionamidine dihydrochloride). RXN SMILES: [N:1]1[CH:6]=[CH:5][CH:4]=[CH:3][C:2]=1[CH2:7][S:8][CH2:9][CH2:10][C:11](=[NH:15])OCC.[Cl-:16].[NH4+:17]>CO>[ClH:16].[ClH:16].[N:1]1[CH:6]=[CH:5][CH:4]=[CH:3][C:2]=1[CH2:7][S:8][CH2:9][CH2:10][C:11]([NH2:15])=[NH:17] |f:1.2,4.5.6|. Procedure details: Ethyl 3-(2-pyridylmethylthio)propionimidate was reacted with an equimolar amount of ammonium chloride in methanol for 2 hours at room temperature and the product was recrystallized from a mixture of ethanol and ether to provide 3-(2-pyridylmethylthio)propionamidine dihydrochloride showing a melting point of 140°-143° C.